From a dataset of the Open Reaction Database (ORD), a public repository of structured organic reaction records. describe an organic reaction: reactants, conditions, products, and yield Starting materials: C(C1=CC=CC=C1)N1C(=CC2=CC(=CC=C12)C(C(F)(F)F)(C(F)(F)F)O)C (2-(1-benzyl-2-methyl-1H-indol-5-yl)-1,1,1,3,3,3-hexafluoro-propan-2-ol), [O-]S(=O)(=O)C(F)(F)F.F[N+]1=CC=CC=C1 (1-fluoropyridinium triflate), [NH4+].[Cl-] (NH4Cl), CCOCC (Et2O). Solvent: ClC(C)Cl (dichloroethane). Conditions: time 72 hour. Yields the product C(C1=CC=CC=C1)N1C(=C(C2=CC(=CC=C12)C(C(F)(F)F)(C(F)(F)F)O)F)C (2-(1-benzyl-3-fluoro-2-methyl-1H-indol-5-yl)-1,1,1,3,3,3-hexafluoro-propan-2-ol). Yield: 11.4%. Reaction SMILES: [CH2:1]([N:8]1[C:16]2[C:11](=[CH:12][C:13]([C:17]([OH:26])([C:22]([F:25])([F:24])[F:23])[C:18]([F:21])([F:20])[F:19])=[CH:14][CH:15]=2)[CH:10]=[C:9]1[CH3:27])[C:2]1[CH:7]=[CH:6][CH:5]=[CH:4][CH:3]=1.[O-]S(C(F)(F)[F:33])(=O)=O.F[N+]1C=CC=CC=1.[NH4+].[Cl-].CCOCC>ClC(Cl)C>[CH2:1]([N:8]1[C:16]2[C:11](=[CH:12][C:13]([C:17]([OH:26])([C:18]([F:19])([F:20])[F:21])[C:22]([F:25])([F:23])[F:24])=[CH:14][CH:15]=2)[C:10]([F:33])=[C:9]1[CH3:27])[C:2]1[CH:3]=[CH:4][CH:5]=[CH:6][CH:7]=1 |f:1.2,3.4|. Procedure: To a solution of 21 mg (0.054 mmol) of 2-(1-benzyl-2-methyl-1H-indol-5-yl)-1,1,1,3,3,3-hexafluoro-propan-2-ol (example 80) in 1 mL of dichloroethane were added 16 mg (0.065 mmol) of 1-fluoropyridinium triflate. After stirring at RT for 72 hrs, the mixture was poured into a mixture of a saturated aqueous solution of NH4Cl and Et2O. The phases were separated and the aqueous one was extracted with Et2O. The combined organic phases were dried over Na2SO4 and evaporated. Column chromatography on sili... Starting materials: COC(C1=CC(=C(C=C1)F)N=CC1=CC(=CC=C1)Br)=O (3-[(3-bromo-benzylidene)-amino]-4-fluoro-benzoic acid methyl ester), O.[O-]S(=O)(=O)C(F)(F)F.[Yb+3].[O-]S(=O)(=O)C(F)(F)F.[O-]S(=O)(=O)C(F)(F)F (ytterbium(III) triflate hydrate), C(C(C)C)=O (isobutyraldehyde), O (water). Solvent: O1CCCC1 (tetrahydrofuran). Run at temperature 25 celsius, time 16 hour. The product is COC(=O)C=1C=2C(C(C(NC2C(=CC1)F)C1=CC(=CC=C1)Br)(C)C)O (2-(3-bromo-phenyl)-8-fluoro-4-hydroxy-3,3-dimethyl-1,2,3,4-tetrahydro-quinoline-5-carboxylic acid methyl ester). Isolated yield 100.3%. As a reaction SMILES: [CH3:1][O:2][C:3](=[O:20])[C:4]1[CH:9]=[CH:8][C:7]([F:10])=[C:6]([N:11]=[CH:12][C:13]2[CH:18]=[CH:17][CH:16]=[C:15]([Br:19])[CH:14]=2)[CH:5]=1.O.[O-]S(C(F)(F)F)(=O)=O.[Yb+3].[O-]S(C(F)(F)F)(=O)=O.[O-]S(C(F)(F)F)(=O)=O.[CH:47](=[O:51])[CH:48]([CH3:50])[CH3:49].O>O1CCCC1>[CH3:1][O:2][C:3]([C:4]1[C:5]2[CH:47]([OH:51])[C:48]([CH3:50])([CH3:49])[CH:12]([C:13]3[CH:18]=[CH:17][CH:16]=[C:15]([Br:19])[CH:14]=3)[NH:11][C:6]=2[C:7]([F:10])=[CH:8][CH:9]=1)=[O:20] |f:1.2.3.4.5|. Reported procedure: To a stirred mixture solution of 3-[(3-bromo-benzylidene)-amino]-4-fluoro-benzoic acid methyl ester (51.7 g, 153.8 mmol) and ytterbium(III) triflate hydrate (14.3 g, 23.1 mmol) in dry tetrahydrofuran (100 mL) at 25° C. was added isobutyraldehyde (14 mL, 153.8 mmol) and water (2.8 mL, 153.8 mmol) dropwise. The reaction mixture was stirred at 25° C. for 16 h. Then the reaction mixture was concentrated in vacuo and the residue was extracted with ethyl acetate (2×200 mL), washed with brine, dried ov... The reactants are Cc1nc2ccccc2n1-c1nc(N2CCOCC2)c2nc(C=O)n(C)c2n1, Cc1csc(CCN)n1. Product: Cc1csc(CCNCc2nc3c(N4CCOCC4)nc(-n4c(C)nc5ccccc54)nc3n2C)n1. As a reaction SMILES: [CH3:1][n:2]1[c:3]2[n:4][c:5](-[n:19]3[c:20]([CH3:28])[n:21][c:22]4[c:23]3[cH:24][cH:25][cH:26][cH:27]4)[n:6][c:7]([N:13]3[CH2:14][CH2:15][O:16][CH2:17][CH2:18]3)[c:8]2[n:9][c:10]1[CH:11]=[O:12].[CH3:29][c:30]1[n:31][c:32]([CH2:35][CH2:36][NH2:37])[s:33][cH:34]1>>[CH3:1][n:2]1[c:3]2[n:4][c:5](-[n:19]3[c:20]([CH3:28])[n:21][c:22]4[c:23]3[cH:24][cH:25][cH:26][cH:27]4)[n:6][c:7]([N:13]3[CH2:14][CH2:15][O:16][CH2:17][CH2:18]3)[c:8]2[n:9][c:10]1[CH2:11][NH:37][CH2:36][CH2:35][c:32]1[n:31][c:30]([CH3:29])[cH:34][s:33]1.